Dataset: the Open Reaction Database (ORD), a public repository of structured organic reaction records. Task: describe an organic reaction: reactants, conditions, products, and yield Starting materials: N1N=CC=C1 (pyrazole), ClC=1N=C(C2=C(N1)SC(=C2)CC)NCCC2=CC1=C(C=C2)OCO1 (2-chloro-6-ethyl-4-(3,4-methylenedioxyphenethylamino)-thieno-[2,3-d]-pyrimidine). The product is N1(N=CC=C1)C=1N=C(C2=C(N1)SC(=C2)CC)NCCC2=CC1=C(C=C2)OCO1 (2-(pyrazol-1-yl)-6-ethyl-4-(3,4-methylenedioxyphenethylamino)-thieno-[2,3-d]-pyrimidine). RXN SMILES: [NH:1]1[CH:5]=[CH:4][CH:3]=[N:2]1.Cl[C:7]1[N:8]=[C:9]([NH:18][CH2:19][CH2:20][C:21]2[CH:26]=[CH:25][C:24]3[O:27][CH2:28][O:29][C:23]=3[CH:22]=2)[C:10]2[CH:15]=[C:14]([CH2:16][CH3:17])[S:13][C:11]=2[N:12]=1>>[N:1]1([C:7]2[N:8]=[C:9]([NH:18][CH2:19][CH2:20][C:21]3[CH:26]=[CH:25][C:24]4[O:27][CH2:28][O:29][C:23]=4[CH:22]=3)[C:10]3[CH:15]=[C:14]([CH2:16][CH3:17])[S:13][C:11]=3[N:12]=2)[CH:5]=[CH:4][CH:3]=[N:2]1. Reported procedure: Following the procedure of Example 97, the reaction of pyrazole with 2-chloro-6-ethyl-4-(3,4-methylenedioxyphenethylamino)-thieno-[2,3-d]-pyrimidine gives 2-(pyrazol-1-yl)-6-ethyl-4-(3,4-methylenedioxyphenethylamino)-thieno-[2,3-d]-pyrimidine. The reactants are CN1CC2=C(C(NC1=S)C1=CC=CC=C1)C=CC=C2 (1,2,4,5-Tetrahydro-4-methyl-1-phenyl-3H-2,4-benzodiazepin-3-thione), CI (methyl iodide). Solvent: C(C)O (ethanol). The product is CN1CC2=C(C(N=C1SC)C1=CC=CC=C1)C=CC=C2 (4,5-Dihydro-4-methyl-3-methylthio-1-phenyl-1H-2,4-benzodiazepine). The yield is 61.4%. Reaction SMILES: [CH3:1][N:2]1[C:8](=[S:9])[NH:7][CH:6]([C:10]2[CH:15]=[CH:14][CH:13]=[CH:12][CH:11]=2)[C:5]2[CH:16]=[CH:17][CH:18]=[CH:19][C:4]=2[CH2:3]1.[CH3:20]I>C(O)C>[CH3:1][N:2]1[C:8]([S:9][CH3:20])=[N:7][CH:6]([C:10]2[CH:15]=[CH:14][CH:13]=[CH:12][CH:11]=2)[C:5]2[CH:16]=[CH:17][CH:18]=[CH:19][C:4]=2[CH2:3]1. Procedure details: A solution of 8 g (30 mmol) of the thione of Example 152 and 2.7 mL (44 mmol) of methyl iodide in 100 mL of ethanol was refluxed two hours, cooled, and the hydriodide of the product filtered off. The salt was partitioned between methylene chloride and aqueous sodium bicarbonate, the organic layer dried over magnesium sulfate, and stripped. The residue was dissolved in ethanol and 2.7 g of methanesulfonic acid was added followed by ether. The resulting precipitate was filtered off and recrystalli... The reactants are CC(C)[SiH](C(C)C)C(C)C, ClCCl, O=C(O)C(F)(F)F, O=S(=O)(c1ccccc1)n1cc(-c2cnn(C(c3ccccc3)(c3ccccc3)c3ccccc3)c2)c2cc(-c3ccc4c(c3)CCO4)cnc21. Yields the product O=S(=O)(c1ccccc1)n1cc(-c2cn[nH]c2)c2cc(-c3ccc4c(c3)CCO4)cnc21. As a reaction SMILES: [CH:52]([SiH:53]([CH:54]([CH3:55])[CH3:56])[CH:57]([CH3:58])[CH3:59])([CH3:60])[CH3:61].[Cl:69][CH2:70][Cl:71].[F:62][C:63]([F:64])([F:65])[C:66]([OH:67])=[O:68].[c:1]1([S:7](=[O:8])(=[O:9])[n:10]2[cH:11][c:12](-[c:28]3[cH:29][n:30][n:31]([C:33]([c:34]4[cH:35][cH:36][cH:37][cH:38][cH:39]4)([c:40]4[cH:41][cH:42][cH:43][cH:44][cH:45]4)[c:46]4[cH:47][cH:48][cH:49][cH:50][cH:51]4)[cH:32]3)[c:13]3[c:14]2[n:15][cH:16][c:17](-[c:19]2[cH:20][cH:21][c:22]4[c:23]([cH:27]2)[CH2:24][CH2:25][O:26]4)[cH:18]3)[cH:2][cH:3][cH:4][cH:5][cH:6]1>>[c:1]1([S:7](=[O:8])(=[O:9])[n:10]2[cH:11][c:12](-[c:28]3[cH:29][n:30][nH:31][cH:32]3)[c:13]3[c:14]2[n:15][cH:16][c:17](-[c:19]2[cH:20][cH:21][c:22]4[c:23]([cH:27]2)[CH2:24][CH2:25][O:26]4)[cH:18]3)[cH:2][cH:3][cH:4][cH:5][cH:6]1. Reactants: COC(=O)CC(C)(C)c1ccc(-c2cccc(-c3cc(C(C)(C)S(C)(=O)=O)cc4cccnc34)c2)cc1, CCOC(C)=O. Product: CC(C)(CC(=O)O)c1ccc(-c2cccc(-c3cc(C(C)(C)S(C)(=O)=O)cc4cccnc34)c2)cc1. RXN SMILES: [CH3:1][O:2][C:3]([CH2:4][C:5]([CH3:6])([CH3:7])[c:8]1[cH:9][cH:10][c:11](-[c:14]2[cH:15][c:16](-[c:20]3[cH:21][c:22]([C:30]([CH3:31])([CH3:32])[S:33](=[O:34])(=[O:35])[CH3:36])[cH:23][c:24]4[cH:25][cH:26][cH:27][n:28][c:29]34)[cH:17][cH:18][cH:19]2)[cH:12][cH:13]1)=[O:37].[CH3:38][CH2:39][O:40][C:41]([CH3:42])=[O:43]>>[O:2]=[C:3]([CH2:4][C:5]([CH3:6])([CH3:7])[c:8]1[cH:9][cH:10][c:11](-[c:14]2[cH:15][c:16](-[c:20]3[cH:21][c:22]([C:30]([CH3:31])([CH3:32])[S:33](=[O:34])(=[O:35])[CH3:36])[cH:23][c:24]4[cH:25][cH:26][cH:27][n:28][c:29]34)[cH:17][cH:18][cH:19]2)[cH:12][cH:13]1)[OH:37]. Starting materials: CC1=NN=C2N1N=C(C=C2)C2=CC(=CC=C2)N (3-methyl-6-[3-(amino)phenyl]-1,2,4-triazolo[4,3-b]pyridazine), C(C)(C)NC(C)C (diisopropylamine), ClCCCC(=O)Cl (4-chlorobutyryl chloride), C([O-])(O)=O.[Na+] (sodium bicarbonate). The solvent is ClCCl (dichloromethane). Reaction conditions: temperature 80 celsius, time 12 hour. Yields the product CC1=NN=C2N1N=C(C=C2)C=2C=C(C=CC2)N2C(CCC2)=O (1-[3-(3-Methyl-1,2,4-triazolo[4,3-b]pyridazin-6-yl)phenyl]-2-pyrolidinone). Reaction SMILES: [CH3:1][C:2]1[N:6]2[N:7]=[C:8]([C:11]3[CH:16]=[CH:15][CH:14]=[C:13]([NH2:17])[CH:12]=3)[CH:9]=[CH:10][C:5]2=[N:4][N:3]=1.C(NC(C)C)(C)C.Cl[CH2:26][CH2:27][CH2:28][C:29](Cl)=[O:30].C(=O)(O)[O-].[Na+]>ClCCl>[CH3:1][C:2]1[N:6]2[N:7]=[C:8]([C:11]3[CH:12]=[C:13]([N:17]4[CH2:26][CH2:27][CH2:28][C:29]4=[O:30])[CH:14]=[CH:15][CH:16]=3)[CH:9]=[CH:10][C:5]2=[N:4][N:3]=1 |f:3.4|. Reported procedure: To a solution of 2 g of 3-methyl-6-[3-(amino)phenyl]-1,2,4-triazolo[4,3-b]pyridazine in 400 ml of dichloromethane was added 1.7 ml of diisopropylamine and 1 ml of 4-chlorobutyryl chloride. This solution was stirred for 12 hours, then poured onto 200 ml of saturated aqueous sodium bicarbonate and extracted with 150 ml portions of dichloromethane. The combined extracts were dried and concentrated in vacuo. The residue was dissolved in 200 ml of dimethylformamide and 2.0 g of potassium carbonate wa... Product: CC(Nc1cncc(Cl)n1)c1cccc(N)c1. Reaction SMILES: [C:19](=[O:20])([O-:21])[O-:22].[Cl:11][c:12]1[n:13][c:14]([Cl:18])[cH:15][n:16][cH:17]1.[K+:23].[K+:24].[NH2:1][CH:2]([CH3:3])[c:4]1[cH:5][c:6]([NH2:7])[cH:8][cH:9][cH:10]1.[O:25]1[CH2:26][CH2:27][O:28][CH2:29][CH2:30]1>>[NH:1]([CH:2]([CH3:3])[c:4]1[cH:5][c:6]([NH2:7])[cH:8][cH:9][cH:10]1)[c:14]1[n:13][c:12]([Cl:11])[cH:17][n:16][cH:15]1. Reactants: O=C([O-])[O-], Clc1cncc(Cl)n1, [K+], [K+], CC(N)c1cccc(N)c1, C1COCCO1.